This data is from the Open Reaction Database (ORD), a public repository of structured organic reaction records. The task is: describe an organic reaction: reactants, conditions, products, and yield Starting materials: C(=NC1CCCCC1)=NC1CCCCC1, Cl, NCCc1ccc(O)cc1, O=C(O)c1cccnc1, c1ccncc1. Product: O=C(NCCc1ccc(O)cc1)c1cccnc1. RXN SMILES: [CH:21]1([N:22]=[C:23]=[N:24][CH:25]2[CH2:26][CH2:27][CH2:28][CH2:29][CH2:30]2)[CH2:31][CH2:32][CH2:33][CH2:34][CH2:35]1.[ClH:10].[NH2:11][CH2:12][CH2:13][c:14]1[cH:15][cH:16][c:17]([OH:20])[cH:18][cH:19]1.[OH:1][C:2](=[O:3])[c:4]1[cH:5][cH:6][cH:7][n:8][cH:9]1.[cH:36]1[cH:37][cH:38][n:39][cH:40][cH:41]1>>[C:2](=[O:3])([c:4]1[cH:5][cH:6][cH:7][n:8][cH:9]1)[NH:11][CH2:12][CH2:13][c:14]1[cH:15][cH:16][c:17]([OH:20])[cH:18][cH:19]1. Reactants: CS(=O)(=O)NC1=C(SC=C1)C(=O)OC (methyl 3-(methylsulfonamido)thiophene-2-carboxylate), [OH-].[Na+] (NaOH), Cl (HCl). The solvent is C1CCOC1 (THF). Conditions: temperature 80 celsius. The product is CS(=O)(=O)NC1=C(SC=C1)C(=O)O (3-(methylsulfonamido)thiophene-2-carboxylic acid). The yield is 99.3%. Reaction SMILES: [CH3:1][S:2]([NH:5][C:6]1[CH:10]=[CH:9][S:8][C:7]=1[C:11]([O:13]C)=[O:12])(=[O:4])=[O:3].[OH-].[Na+].Cl>C1COCC1>[CH3:1][S:2]([NH:5][C:6]1[CH:10]=[CH:9][S:8][C:7]=1[C:11]([OH:13])=[O:12])(=[O:3])=[O:4] |f:1.2|. Reported procedure: A mixture of methyl 3-(methylsulfonamido)thiophene-2-carboxylate (Int. 37) (193 mg, 0.820 mmol) in aqueous 2M NaOH (4.10 ml, 8.20 mmol) and THF (4.1 ml) was heated under microwaves irradiation at 80° C. for 30 minutes. 2N HCl was added (pH=2) and the mixture was extracted with EtOAc (×3). The combined organic layers were dried over Na2SO4 and evaporated to dryness affording 3-(methylsulfonamido)thiophene-2-carboxylic acid (Int. 38) (180 mg, 0.814 mmol, MS/ESI+221.8 [MH]+). Starting materials: O (water), C(C)(C)(C)OC(N(C1CCNCC1)C)=O (methyl-piperidin-4-yl-carbamic acid tert-butyl ester), ClC1=NN=C(C2=CC=CC=C12)C1=CC=C(C=C1)F (1-chloro-4-(4-fluoro-phenyl)-phthalazine), C([O-])([O-])=O.[K+].[K+] (potassium carbonate). The solvent is CS(=O)C (dimethyl sulfoxide). The product is C(C)(C)(C)OC(N(C)C1CCN(CC1)C1=NN=C(C2=CC=CC=C12)C1=CC=C(C=C1)F)=O ({1-[4-(4-Fluoro-phenyl)phthalazin-1-yl]piperidin-4-yl}-methyl-carbamic acid tert-butyl ester). Yield: 95.1%. Reaction SMILES: [C:1]([O:5][C:6](=[O:15])[N:7]([CH3:14])[CH:8]1[CH2:13][CH2:12][NH:11][CH2:10][CH2:9]1)([CH3:4])([CH3:3])[CH3:2].Cl[C:17]1[C:26]2[C:21](=[CH:22][CH:23]=[CH:24][CH:25]=2)[C:20]([C:27]2[CH:32]=[CH:31][C:30]([F:33])=[CH:29][CH:28]=2)=[N:19][N:18]=1.C(=O)([O-])[O-].[K+].[K+].O>CS(C)=O>[C:1]([O:5][C:6](=[O:15])[N:7]([CH:8]1[CH2:13][CH2:12][N:11]([C:17]2[C:26]3[C:21](=[CH:22][CH:23]=[CH:24][CH:25]=3)[C:20]([C:27]3[CH:32]=[CH:31][C:30]([F:33])=[CH:29][CH:28]=3)=[N:19][N:18]=2)[CH2:10][CH2:9]1)[CH3:14])([CH3:4])([CH3:3])[CH3:2] |f:2.3.4|. Procedure details: Combine methyl-piperidin-4-yl-carbamic acid tert-butyl ester (75 g, 349 mmol), 1-chloro-4-(4-fluoro-phenyl)-phthalazine (75 g, 289 mmol), and potassium carbonate (80 g, 579 mmol) in dimethyl sulfoxide (500 mL) and heat the mixture to 110° C. for 3 h. Cool the reaction to ambient temperature and pour the slurry into water (1.0 L). Collect the solids by filtration and dry in a vacuum oven for 3 days to provide the title compound as a white solid (120 g, 95%). ES/MS m/z 437.3 (M+1). The reactants are C(=CCCCCCCCCCCCCCC)Br (Hexadecenyl bromide), CS(=O)C (DMSO), C(=O)(O)[O-].[Na+] (NaHCO3). Reaction conditions: temperature 60 celsius. Product: C(CCCCCCCCCC=CCCCC)Br (11-Hexadecenyl Bromide). Reaction SMILES: [CH:1]([Br:17])=[CH:2][CH2:3][CH2:4][CH2:5][CH2:6][CH2:7][CH2:8][CH2:9][CH2:10][CH2:11][CH2:12][CH2:13][CH2:14][CH2:15][CH3:16].CS(C)=O.C([O-])(O)=O.[Na+]>>[CH2:1]([Br:17])[CH2:2][CH2:3][CH2:4][CH2:5][CH2:6][CH2:7][CH2:8][CH2:9][CH2:10][CH:11]=[CH:12][CH2:13][CH2:14][CH2:15][CH3:16] |f:2.3|. Procedure: Hexadecenyl bromide (360 g; 1.2 mol) and 1800 mL (2660 g; 34 mol) of DMSO were mixed and heated to 60° C. for 30 minutes. Then, NaHCO3 and a co-solvent were added, pressure reduced and temperature raised for the period of time specified in Table I. Reaction mixture was then cooled and concentrated on a rotary evaporator. GLC analysis was then carried out to determine aldehyde/alcohol ratios in the reaction product. Results from reactions employing several different co-solvents are summarized in ... Reactants: BrCc1ccccc1, CC(C)(C)OC(=O)NC1(C)CNC(=O)C12CC2, CN(C)C=O, CCOC(C)=O, [H-], [Na+]. Product: CC(C)(C)OC(=O)NC1(C)CN(Cc2ccccc2)C(=O)C12CC2. As a reaction SMILES: [Br:25][CH2:26][c:27]1[cH:28][cH:29][cH:30][cH:31][cH:32]1.[C:6]([CH3:7])([CH3:8])([CH3:9])[O:10][C:11](=[O:12])[NH:13][C:14]1([CH3:22])[CH2:15][NH:16][C:17](=[O:21])[C:18]12[CH2:19][CH2:20]2.[CH3:1][N:2]([CH3:3])[CH:4]=[O:5].[CH3:33][CH2:34][O:35][C:36](=[O:37])[CH3:38].[H-:23].[Na+:24]>>[C:6]([CH3:7])([CH3:8])([CH3:9])[O:10][C:11](=[O:12])[NH:13][C:14]1([CH3:22])[CH2:15][N:16]([CH2:26][c:27]2[cH:28][cH:29][cH:30][cH:31][cH:32]2)[C:17](=[O:21])[C:18]12[CH2:19][CH2:20]2. The reactants are CN1C=C(C2=C(C=CC=C12)C)CN1C(N(C2=C1C=CC=C2)C(CC(=O)O)COC)=O (3-[3-(1,4-Dimethyl-1H-indol-3-ylmethyl)-2-oxo-2,3-dihydro-benzimidazol-1-yl]-4-methoxy-butyric acid), C1=CN(C=N1)C(=O)N2C=CN=C2 (CDI), C1CCC2=NCCCN2CC1 (DBU), Cl (HCl), CN1C=NC(=C1)S(=O)(=O)N (1-Methyl-1H-imidazole-4-sulfonic acid amide). The solvent is C1CCOC1 (THF), O (water). Reaction conditions: temperature 55 celsius, time 16 hour. The product is CN1C=C(C2=C(C=CC=C12)C)CN1C(N(C2=C1C=CC=C2)C(CC(=O)NS(=O)(=O)C=2N=CN(C2)C)COC)=O (1-Methyl-1H-imidazole-4-sulfonic acid {3-[3-(1,4-dimethyl-1H-indol-3-ylmethyl)-2-oxo-2,3-dihydro-benzimidazol-1-yl]-4-methoxy-butyryl}-amide). Isolated yield 41.7%. As a reaction SMILES: [CH3:1][N:2]1[C:10]2[C:5](=[C:6]([CH3:11])[CH:7]=[CH:8][CH:9]=2)[C:4]([CH2:12][N:13]2[C:17]3[CH:18]=[CH:19][CH:20]=[CH:21][C:16]=3[N:15]([CH:22]([CH2:27][O:28][CH3:29])[CH2:23][C:24]([OH:26])=O)[C:14]2=[O:30])=[CH:3]1.C1N=CN(C(N2C=NC=C2)=O)C=1.[CH3:43][N:44]1[CH:48]=[C:47]([S:49]([NH2:52])(=[O:51])=[O:50])[N:46]=[CH:45]1.C1CCN2C(=NCCC2)CC1.Cl>O.C1COCC1>[CH3:1][N:2]1[C:10]2[C:5](=[C:6]([CH3:11])[CH:7]=[CH:8][CH:9]=2)[C:4]([CH2:12][N:13]2[C:17]3[CH:18]=[CH:19][CH:20]=[CH:21][C:16]=3[N:15]([CH:22]([CH2:27][O:28][CH3:29])[CH2:23][C:24]([NH:52][S:49]([C:47]3[N:46]=[CH:45][N:44]([CH3:43])[CH:48]=3)(=[O:51])=[O:50])=[O:26])[C:14]2=[O:30])=[CH:3]1. Procedure details: 3-[3-(1,4-Dimethyl-1H-indol-3-ylmethyl)-2-oxo-2,3-dihydro-benzimidazol-1-yl]-4-methoxy-butyric acid (30 mg, 0.074 mmol) is dissolved THF (0.70 mL) and CDI (27 mg, 0.17 mmol) is added into it at room temperature. The mixture is heated at 55° C. for 1 hr. After the mixture is cooled down to room temperature, 1-Methyl-1H-imidazole-4-sulfonic acid amide (24 mg, 0.15 mmol) is added and after 10 min, DBU (0.022 mL, 0.15 mmol) is added. The mixture is stirred for 16 hr at room temperature. 2.0 mL of 1.... Product: C(#N)C=1C=C2C(C3=C(C(C(N2C1)Cl)Cl)C=CC=C3)=O (2-cyano-5,6-dichloro-6,11-dihydro-5H-pyrrolo-[2,1-b][3]benzazapin-11-one). Run at time 4.5 minute. Starting materials: [Cl-].[Al+3].[Cl-].[Cl-] (Aluminum chloride), 2-cyano-5,6-dichloro-6,11-dihydro-5H-[2,1-b][3]benzazapin-11-one, C(#N)C=1C=C(N(C1)C(C(C1=CC=CC=C1)Cl)Cl)C(=O)Cl (4-cyano-N-(1,2-dichloro-2-phenylethyl)pyrrole-2-carbonyl chloride), ClCC(Cl)(Cl)Cl (tetrachloroethane). RXN SMILES: [Cl-].[Al+3].[Cl-].[Cl-].[C:5]([C:7]1[CH:8]=[C:9]([C:22](Cl)=[O:23])[N:10]([CH:12]([Cl:21])[CH:13]([Cl:20])[C:14]2[CH:19]=[CH:18][CH:17]=[CH:16][CH:15]=2)[CH:11]=1)#[N:6].ClCC(Cl)(Cl)Cl>O>[C:5]([C:7]1[CH:8]=[C:9]2[N:10]([CH:11]=1)[CH:12]([Cl:21])[CH:13]([Cl:20])[C:14]1[CH:19]=[CH:18][CH:17]=[CH:16][C:15]=1[C:22]2=[O:23])#[N:6] |f:0.1.2.3|. The solvent is O (water). Procedure details: Aluminum chloride (231 mg.) was added all at once to a mixture of 160 mg. of 4-cyano-N-(1,2-dichloro-2-phenylethyl)pyrrole-2-carbonyl chloride and 0.5 ml. of tetrachloroethane controlled at 140° C. After 4-5 minutes, the mixture is cooled, 15 ml. of water is added and the mixture is extracted with 4 × 10 ml. of chloroform. The extract is washed with water, dried and chromatographed on 10 g. of silica gel by elution with benzene:ethyl acetate (3:1 v/v). The first fraction provided 47 mg. (33%) of...